Dataset: the Open Reaction Database (ORD), a public repository of structured organic reaction records. Task: describe an organic reaction: reactants, conditions, products, and yield Reactants: CN1CCN(C2=C(CC1)C=CC=C2)N (4-methyl-3,4,5,6-tetrahydro-2H-benzo[e][1,4]diazocin-1-ylamine), S1CCC(CC1)=O (tetrahydro-thiopyran-4-one), O.C1(=CC=C(C=C1)S(=O)(=O)O)C (p-toluenesulfonic acid monohydrate). Solvent: C(C)(=O)OCC (ethyl acetate), C(CC)O (1-propanol). Yields the product CN1CCN2C3=C(C4=CC=CC(=C24)CC1)CSCC3 (3-Methyl-2,3,4,5,11,12-hexahydro-1H,9H-[1,4]diazocino[7,8,1-hi]thiopyrano[4,3-b]indole). Yield: 23.6%. As a reaction SMILES: [CH3:1][N:2]1[CH2:9][CH2:8][C:7]2[CH:10]=[CH:11][CH:12]=[CH:13][C:6]=2[N:5](N)[CH2:4][CH2:3]1.[S:15]1[CH2:20][CH2:19][C:18](=O)[CH2:17][CH2:16]1.O.C1(C)C=CC(S(O)(=O)=O)=CC=1>C(O)CC.C(OCC)(=O)C>[CH3:1][N:2]1[CH2:9][CH2:8][C:7]2=[C:6]3[C:13](=[CH:12][CH:11]=[CH:10]2)[C:17]2[CH2:16][S:15][CH2:20][CH2:19][C:18]=2[N:5]3[CH2:4][CH2:3]1 |f:2.3|. Procedure: To a solution of 4-methyl-3,4,5,6-tetrahydro-2H-benzo[e][1,4]diazocin-1-ylamine (1.50 g, 8.1 mmole) in 1-propanol (100 mL) was added tetrahydro-thiopyran-4-one (5.0 g, 43 mmole), followed by p-toluenesulfonic acid monohydrate (3.2 g, 16.8 mmole), and the resulting reaction mixture was refluxed for 40 hours. The reaction mixture was cooled to room temperature and solvent removed in vacuo to produce a brown residue. The residue was diluted with ethyl acetate (300 mL) and washed with saturated aque...